From a dataset of the Open Reaction Database (ORD), a public repository of structured organic reaction records. describe an organic reaction: reactants, conditions, products, and yield Starting materials: ClC1=CC=C(C=C1)C1=CC=2N(C=C1C1=C(C=C(C=C1)Cl)Cl)C(=NN2)CC=2C=NC(=CC2)C(F)(F)F (7-(4-chlorophenyl)-6-(2,4-dichlorophenyl)-3-((6-(trifluoromethyl)pyridin-3-yl)methyl)-[1,2,4]triazolo[4,3-a]pyridine), BrC=1C(=CC=2N(C1)C(=NN2)CC=2C(=NC(=CC2)C(F)(F)F)C)C2=CC=C(C=C2)Cl (6-bromo-7-(4-chlorophenyl)-3-((2-methyl-6-(trifluoromethyl)pyridin-3-yl)methyl)-[1,2,4]triazolo[4,3-a]pyridine), ClC1=C(C=CC(=C1)C)B(O)O (2-chloro-4-methylphenylboronic acid), C(=O)([O-])[O-].[K+].[K+] (K2CO3). Reagents/catalysts: C=1C=CC(=CC1)[P](C=2C=CC=CC2)(C=3C=CC=CC3)[Pd]([P](C=4C=CC=CC4)(C=5C=CC=CC5)C=6C=CC=CC6)([P](C=7C=CC=CC7)(C=8C=CC=CC8)C=9C=CC=CC9)[P](C=1C=CC=CC1)(C=1C=CC=CC1)C=1C=CC=CC1 (Pd(PPh3)4). Solvent: O1CCOCC1 (1,4-dioxane), O (H2O). The product is ClC1=CC=C(C=C1)C1=CC=2N(C=C1C1=C(C=C(C=C1)C)Cl)C(=NN2)CC=2C(=NC(=CC2)C(F)(F)F)C (7-(4-chlorophenyl)-6-(2-chloro-4-methylphenyl)-3-((2-methyl-6-(trifluoromethyl)pyridin-3-yl)methyl)-[1,2,4]triazolo [4,3-a]pyridine). The yield is 61.6%. As a reaction SMILES: Br[C:2]1[C:3]([C:23]2[CH:28]=[CH:27][C:26]([Cl:29])=[CH:25][CH:24]=2)=[CH:4][C:5]2[N:6]([C:8]([CH2:11][C:12]3[C:13]([CH3:22])=[N:14][C:15]([C:18]([F:21])([F:20])[F:19])=[CH:16][CH:17]=3)=[N:9][N:10]=2)[CH:7]=1.[Cl:30][C:31]1[CH:36]=[C:35]([CH3:37])[CH:34]=[CH:33][C:32]=1B(O)O.C([O-])([O-])=O.[K+].[K+].ClC1C=CC(C2C(C3C=CC(Cl)=CC=3Cl)=CN3C(CC4C=NC(C(F)(F)F)=CC=4)=NN=C3C=2)=CC=1>O1CCOCC1.O.C1C=CC([P]([Pd]([P](C2C=CC=CC=2)(C2C=CC=CC=2)C2C=CC=CC=2)([P](C2C=CC=CC=2)(C2C=CC=CC=2)C2C=CC=CC=2)[P](C2C=CC=CC=2)(C2C=CC=CC=2)C2C=CC=CC=2)(C2C=CC=CC=2)C2C=CC=CC=2)=CC=1>[Cl:29][C:26]1[CH:27]=[CH:28][C:23]([C:3]2[C:2]([C:32]3[CH:33]=[CH:34][C:35]([CH3:37])=[CH:36][C:31]=3[Cl:30])=[CH:7][N:6]3[C:8]([CH2:11][C:12]4[C:13]([CH3:22])=[N:14][C:15]([C:18]([F:20])([F:19])[F:21])=[CH:16][CH:17]=4)=[N:9][N:10]=[C:5]3[CH:4]=2)=[CH:24][CH:25]=1 |f:2.3.4,^1:92,94,113,132|. Procedure details: The title compound (6.5 mg, 60%) as a white powder was prepared from 6-bromo-7-(4-chlorophenyl)-3-((2-methyl-6-(trifluoromethyl)pyridin-3-yl)methyl)-[1,2,4]triazolo[4,3-a]pyridine (9.5 mg, 0.020 mmol), 2-chloro-4-methylphenylboronic acid (6.7 mg, 0.039 mmol), K2CO3 (8.2 mg, 0.059 mmol) and Pd(PPh3)4 (2.8 mg, 0.002 mmol) in 1,4-dioxane (0.28 mL) and H2O (0.09 mL) by the procedures analogous to those described for 7-(4-chlorophenyl)-6-(2,4-dichlorophenyl)-3-((6-(trifluoromethyl)pyridin-3-yl)methyl...